Dataset: the Open Reaction Database (ORD), a public repository of structured organic reaction records. Task: describe an organic reaction: reactants, conditions, products, and yield Reactants: CCOC(=O)c1ccc(C2=NOC(c3cc(Cl)cc(Cl)c3)(C(F)(F)F)C2)cc1[N+](=O)[O-], CC(=O)O, CCOC(C)=O, [Fe], O. Yields the product CCOC(=O)c1ccc(C2=NOC(c3cc(Cl)cc(Cl)c3)(C(F)(F)F)C2)cc1N. RXN SMILES: [CH2:1]([CH3:2])[O:3][C:4]([c:5]1[c:6]([N+:28]([O-:29])=[O:30])[cH:7][c:8]([C:11]2=[N:12][O:13][C:14]([C:16]([F:17])([F:18])[F:19])([c:20]3[cH:21][c:22]([Cl:27])[cH:23][c:24]([Cl:26])[cH:25]3)[CH2:15]2)[cH:9][cH:10]1)=[O:31].[CH3:33][C:34](=[O:35])[OH:36].[CH3:37][CH2:38][O:39][C:40](=[O:41])[CH3:42].[Fe:43].[OH2:32]>>[CH2:1]([CH3:2])[O:3][C:4]([c:5]1[c:6]([NH2:28])[cH:7][c:8]([C:11]2=[N:12][O:13][C:14]([C:16]([F:17])([F:18])[F:19])([c:20]3[cH:21][c:22]([Cl:27])[cH:23][c:24]([Cl:26])[cH:25]3)[CH2:15]2)[cH:9][cH:10]1)=[O:31]. Starting materials: COc1cccc2c1CCC2N(Cc1nc(-c2ccccc2)c(-c2ccccc2)o1)C(C)=O, C1CCOC1, Cl. Yields the product CCN(Cc1nc(-c2ccccc2)c(-c2ccccc2)o1)C1CCc2c(OC)cccc21. Reaction SMILES: [C:1]([CH3:2])(=[O:3])[N:4]([CH2:5][c:6]1[o:7][c:8](-[c:17]2[cH:18][cH:19][cH:20][cH:21][cH:22]2)[c:9](-[c:11]2[cH:12][cH:13][cH:14][cH:15][cH:16]2)[n:10]1)[CH:23]1[CH2:24][CH2:25][c:26]2[c:27]([O:32][CH3:33])[cH:28][cH:29][cH:30][c:31]21.[CH2:35]1[O:36][CH2:37][CH2:38][CH2:39]1.[ClH:34]>>[CH2:1]([CH3:2])[N:4]([CH2:5][c:6]1[o:7][c:8](-[c:17]2[cH:18][cH:19][cH:20][cH:21][cH:22]2)[c:9](-[c:11]2[cH:12][cH:13][cH:14][cH:15][cH:16]2)[n:10]1)[CH:23]1[CH2:24][CH2:25][c:26]2[c:27]([O:32][CH3:33])[cH:28][cH:29][cH:30][c:31]21. Starting materials: [N+](=O)([O-])C=1C=C(C(C#N)=CC1)C#N (4-nitrophthalonitrile), C(C)(C)(C)C1=C(C(=CC=C1)C(C)(C)C)O (2,6 di-tert-butylphenol), C([O-])([O-])=O.[K+].[K+] (potassium carbonate), CN(C)C=O (DMF). Run in O (Water). Run at time 72 hour. Product: C(C)(C)(C)C=1C=C(C=C(C1O)C(C)(C)C)C=1C=C(C(C#N)=CC1)C#N (4-(3,5-di-tert-butyl-4-hydroxyphenyl)phthlonitrile), crystals. Yield: 81.7%. RXN SMILES: [N+]([C:4]1[CH:5]=[C:6]([C:12]#[N:13])[C:7](=[CH:10][CH:11]=1)[C:8]#[N:9])([O-])=O.[C:14]([C:18]1[CH:23]=[CH:22][CH:21]=[C:20]([C:24]([CH3:27])([CH3:26])[CH3:25])[C:19]=1[OH:28])([CH3:17])([CH3:16])[CH3:15].C(=O)([O-])[O-].[K+].[K+].CN(C=O)C>O>[C:24]([C:20]1[CH:21]=[C:22]([C:4]2[CH:5]=[C:6]([C:12]#[N:13])[C:7](=[CH:10][CH:11]=2)[C:8]#[N:9])[CH:23]=[C:18]([C:14]([CH3:17])([CH3:16])[CH3:15])[C:19]=1[OH:28])([CH3:27])([CH3:26])[CH3:25] |f:2.3.4|. Procedure: To a stirred solution of 4-nitrophthalonitrile (8 g, 0.05 mol) was added 2,6 di-tert-butylphenol (11.44 g, 0.06 mol), potassium carbonate (9 g, 0.07 mol) and DMF (50 ml), producing a deep red colour. The reaction mixture was stirred under a nitrogen atmosphere for 72 h. Water (300 ml) was added and the mixture extracted with ethyl acetate (3×100 ml), the organic layer was further washed with water (3×75 ml) and dried over MgSO4. Evaporation of the solvent under reduced pressure yielded the crude... Yield: 17.6%. Run in C=1(C(=CC=CC1)C)C (xylene). Product: COC=1C=C(C(=O)C=2C(NC3=CC=CC=C3C2O)=O)C=CC1OC (3-(3,4-dimethoxybenzoyl)-4-hydroxy-2-quinolone). RXN SMILES: [C:1]([O:10]CC)(=O)[C:2]1[C:3](=[CH:5][CH:6]=[CH:7][CH:8]=1)[NH2:4].[CH3:13][O:14][C:15]1[CH:16]=[C:17]([CH:26]=[CH:27][C:28]=1[O:29][CH3:30])[C:18]([CH2:20][C:21](OCC)=[O:22])=[O:19].[O-]CC.[Na+]>C1(C)C(C)=CC=CC=1>[CH3:13][O:14][C:15]1[CH:16]=[C:17]([CH:26]=[CH:27][C:28]=1[O:29][CH3:30])[C:18]([C:20]1[C:21](=[O:22])[NH:4][C:3]2[C:2]([C:1]=1[OH:10])=[CH:8][CH:7]=[CH:6][CH:5]=2)=[O:19] |f:2.3|. Reported procedure: Ethyl anthranilate (1.44 grams) and 2.2 grams of ethyl 3,4-dimethoxybenzoylacetate are dissolved in 100 ml of xylene and heated to reflux for five hours with 200 mg of sodium ethoxide. After cooling, crystals are separated out and collected by filtration and recrystallized from methanol to give 0.5 grams of 3-(3,4-dimethoxybenzoyl)-4-hydroxy-2-quinolone, pale yellow needles, melting point 235° to 236° C. The reactants are C(C=1C(N)=CC=CC1)(=O)OCC (Ethyl anthranilate), COC=1C=C(C(=O)CC(=O)OCC)C=CC1OC (ethyl 3,4-dimethoxybenzoylacetate), [O-]CC.[Na+] (sodium ethoxide). Starting materials: COC([C@@H](NC([C@H](CC1=CC=CC=C1)CS(=O)(=O)C(C)(C)C)=O)CC1=CN(C=N1)C1=C(C=C(C=C1)[N+](=O)[O-])[N+](=O)[O-])=O (N-[(S)-α-[(tert-butylsulphonyl)methyl]hydrocinnamoyl]-1-(2,4-dinitrophenyl)-L-histidine methyl ester), Cl (hydrochloric acid). The solvent is O1CCOCC1 (dioxan). Yields the product C(C)(C)(C)S(=O)(=O)C[C@H](C(=O)N[C@@H](CC1=CN(C=N1)C1=C(C=C(C=C1)[N+](=O)[O-])[N+](=O)[O-])C(=O)O)CC1=CC=CC=C1 (N-[(S)-α-[(tert-butylsulphonyl)methyl]hydrocinnamoyl]-1-(2,4-dinitrophenyl)-L-histidine). Yield: 78.4%. RXN SMILES: C[O:2][C:3](=[O:42])[C@H:4]([CH2:24][C:25]1[N:29]=[CH:28][N:27]([C:30]2[CH:35]=[CH:34][C:33]([N+:36]([O-:38])=[O:37])=[CH:32][C:31]=2[N+:39]([O-:41])=[O:40])[CH:26]=1)[NH:5][C:6](=[O:23])[C@@H:7]([CH2:15][S:16]([C:19]([CH3:22])([CH3:21])[CH3:20])(=[O:18])=[O:17])[CH2:8][C:9]1[CH:14]=[CH:13][CH:12]=[CH:11][CH:10]=1.Cl>O1CCOCC1>[C:19]([S:16]([CH2:15][C@@H:7]([CH2:8][C:9]1[CH:10]=[CH:11][CH:12]=[CH:13][CH:14]=1)[C:6]([NH:5][C@H:4]([C:3]([OH:42])=[O:2])[CH2:24][C:25]1[N:29]=[CH:28][N:27]([C:30]2[CH:35]=[CH:34][C:33]([N+:36]([O-:38])=[O:37])=[CH:32][C:31]=2[N+:39]([O-:41])=[O:40])[CH:26]=1)=[O:23])(=[O:18])=[O:17])([CH3:22])([CH3:20])[CH3:21]. Procedure details: 20.5 g (34.07 mmol) of N-[(S)-α-[(tert-butylsulphonyl)methyl]hydrocinnamoyl]-1-(2,4-dinitrophenyl)-L-histidine methyl ester are dissolved in 180 ml of dioxan, treated with 85 ml (170.34 mmol) of 2N hydrochloric acid and subsequently heated to 80° for 2.5 hours. Usual working-up and crystallization from ether/hexane yields 15.7 g (78%) of N-[(S)-α-[(tert-butylsulphonyl)methyl]hydrocinnamoyl]-1-(2,4-dinitrophenyl)-L-histidine in the form of a pale yellow amorphous solid, Rf value 0.2 in a 5:1 mixt... Starting materials: C(C)(C)(C)C1=CC(=C(C=N1)C=1N([C@]([C@](N1)(C)C1=CC=C(C=C1)Cl)(C)C1=CC=C(C=C1)Cl)C(=O)N1CCC(CC1)CC(=O)O)OCC ({1-[(4S,5R)-2-(6-tert-butyl-4-ethoxy-pyridin-3-yl)-4,5-bis-(4-chloro-phenyl)-4,5-dimethyl-4,5-dihydro-imidazole-1-carbonyl]-piperidin-4-yl}-acetic acid), C(CCC)C1=C(N)C=CC=C1 (2-n-butylaniline). The product is C(C)(C)(C)C1=CC(=C(C=N1)C=1N([C@]([C@](N1)(C)C1=CC=C(C=C1)Cl)(C)C1=CC=C(C=C1)Cl)C(=O)N1CCC(CC1)CC(=O)NC1=C(C=CC=C1)CCCC)OCC (2-{1-[(4S,5R)-2-(6-tert-Butyl-4-ethoxy-pyridin-3-yl)-4,5-bis-(4-chloro-phenyl)-4,5-dimethyl-4,5-dihydro-imidazole-1-carbonyl]-piperidin-4-yl}-N-(2-butyl-phenyl)-acetamide). As a reaction SMILES: [C:1]([C:5]1[N:10]=[CH:9][C:8]([C:11]2[N:12]([C:32]([N:34]3[CH2:39][CH2:38][CH:37]([CH2:40][C:41]([OH:43])=O)[CH2:36][CH2:35]3)=[O:33])[C@@:13]([C:25]3[CH:30]=[CH:29][C:28]([Cl:31])=[CH:27][CH:26]=3)([CH3:24])[C@@:14]([C:17]3[CH:22]=[CH:21][C:20]([Cl:23])=[CH:19][CH:18]=3)([CH3:16])[N:15]=2)=[C:7]([O:44][CH2:45][CH3:46])[CH:6]=1)([CH3:4])([CH3:3])[CH3:2].[CH2:47]([C:51]1[CH:57]=[CH:56][CH:55]=[CH:54][C:52]=1[NH2:53])[CH2:48][CH2:49][CH3:50]>>[C:1]([C:5]1[N:10]=[CH:9][C:8]([C:11]2[N:12]([C:32]([N:34]3[CH2:35][CH2:36][CH:37]([CH2:40][C:41]([NH:53][C:52]4[CH:54]=[CH:55][CH:56]=[CH:57][C:51]=4[CH2:47][CH2:48][CH2:49][CH3:50])=[O:43])[CH2:38][CH2:39]3)=[O:33])[C@@:13]([C:25]3[CH:30]=[CH:29][C:28]([Cl:31])=[CH:27][CH:26]=3)([CH3:24])[C@@:14]([C:17]3[CH:22]=[CH:21][C:20]([Cl:23])=[CH:19][CH:18]=3)([CH3:16])[N:15]=2)=[C:7]([O:44][CH2:45][CH3:46])[CH:6]=1)([CH3:4])([CH3:3])[CH3:2]. Procedure: In a manner analogous to the method described in example 163, {1-[(4S,5R)-2-(6-tert-butyl-4-ethoxy-pyridin-3-yl)-4,5-bis-(4-chloro-phenyl)-4,5-dimethyl-4,5-dihydro-imidazole-1-carbonyl]-piperidin-4-yl}-acetic acid was reacted with 2-n-butylaniline (Aldrich) to give the title product. LC-MS (ES+) 796 [(M+H)+]. Starting materials: BrC1=CC=C(C=C1)CCNC(C(F)(F)F)=O (N-[2-(4-bromophenyl)ethyl]-2,2,2-trifluoroacetamide), F[B-](F)(F)F.O=[N+]=O (nitronium tetrafluoroborate), O (water). Solvent: C(C)#N (acetonitrile). Conditions: time 15 minute. Product: BrC1=CC(=C(C=C1)CCNC(C(F)(F)F)=O)[N+](=O)[O-] (N-[2-(4-bromo-2-nitrophenyl)ethyl]-2,2,2-trifluoroacetamide). Isolated yield 40.1%. RXN SMILES: [Br:1][C:2]1[CH:7]=[CH:6][C:5]([CH2:8][CH2:9][NH:10][C:11](=[O:16])[C:12]([F:15])([F:14])[F:13])=[CH:4][CH:3]=1.O.F[B-](F)(F)F.[O:23]=[N+:24]=[O:25]>C(#N)C>[Br:1][C:2]1[CH:3]=[CH:4][C:5]([CH2:8][CH2:9][NH:10][C:11](=[O:16])[C:12]([F:14])([F:15])[F:13])=[C:6]([N+:24]([O-:25])=[O:23])[CH:7]=1 |f:2.3|. Procedure details: To a stirred solution of 23.89 g of N-[2-(4-bromophenyl)ethyl]-2,2,2-trifluoroacetamide in 200 mL of acetonitrile was added in one portion 13.87 g of nitronium tetrafluoroborate under ice-cooling. After the mixture was stirred at room temperature for 15 minutes, to the reaction mixture was added water, and the mixture was extracted with ethyl acetate. The organic layer was washed with brine, and dried over anhydrous magnesium sulfate. The solvent was removed under reduced pressure, and the resid... The reactants are ClC1=NC=C(C=N1)O (2-chloro-5-hydroxypyrimidine), N1C=NC=C1 (imidazole), [Si](C)(C)(C(C)(C)C)Cl (tert-butyldimethylsilyl chloride), O (water). Solvent: CN(C=O)C (N,N-dimethylformamide). Run at time 2.5 hour. The product is [Si](C)(C)(C(C)(C)C)OC=1C=NC(=NC1)Cl (5-[(tert-Butyldimethylsilyl)oxy]-2-chloropyrimidine). Isolated yield 104.8%. RXN SMILES: [Cl:1][C:2]1[N:7]=[CH:6][C:5]([OH:8])=[CH:4][N:3]=1.N1C=CN=C1.[Si:14](Cl)([C:17]([CH3:20])([CH3:19])[CH3:18])([CH3:16])[CH3:15].O>CN(C)C=O>[Si:14]([O:8][C:5]1[CH:4]=[N:3][C:2]([Cl:1])=[N:7][CH:6]=1)([C:17]([CH3:20])([CH3:19])[CH3:18])([CH3:16])[CH3:15]. Procedure details: To a solution of 20.2 g (0.154 mol) of 2-chloro-5-hydroxypyrimidine in 150 ml of N,N-dimethylformamide, 15.8 g (0.232 mol) of imidazole and 26.8 g (0.178 mol) of tert-butyldimethylsilyl chloride were added, and the reaction mixture was stirred at room temperature for 2.5 hours. After completion of the reaction, the reaction solution was poured into water and extracted with n-heptane three times. The obtained organic phases were combined, washed with 0.01 N sodium hydroxide aqueous solution, wate...